describe an organic reaction: reactants, conditions, products, and yield From a dataset of the Open Reaction Database (ORD), a public repository of structured organic reaction records. The reactants are C(#N)C1=CC(=C(NS(=O)(=O)C)C=C1)OC1=C(C=C(C=C1)F)F (4'-cyano-2'-(2,4-difluorophenoxy)methanesulfonanilide), C(=O)O (formic acid). Reagents/catalysts: [Ni] (Raney's Nickel). Product: FC1=C(OC2=C(NS(=O)(=O)C)C=CC(=C2)C=O)C=CC(=C1)F (2'-(2,4-difluorophenoxy)-4'-formylmethanesulfonanilide). As a reaction SMILES: [C:1]([C:3]1[CH:13]=[CH:12][C:6]([NH:7][S:8]([CH3:11])(=[O:10])=[O:9])=[C:5]([O:14][C:15]2[CH:20]=[CH:19][C:18]([F:21])=[CH:17][C:16]=2[F:22])[CH:4]=1)#N.C(O)=[O:24]>[Ni]>[F:22][C:16]1[CH:17]=[C:18]([F:21])[CH:19]=[CH:20][C:15]=1[O:14][C:5]1[CH:4]=[C:3]([CH:1]=[O:24])[CH:13]=[CH:12][C:6]=1[NH:7][S:8]([CH3:11])(=[O:10])=[O:9]. Procedure details: A mixture of 4'-cyano-2'-(2,4-difluorophenoxy)methanesulfonanilide (1.5 g) and Raney's Nickel (1.5 g) in 75% formic acid (40 ml) was refluxed for 2 hours. The mixture was filtered and the filtrate was concentrated to dryness. The residue was recrystallized from ethanol to give pale yellow needles of 2'-(2,4-difluorophenoxy)-4'-formylmethanesulfonanilide (1.4 g).